From a dataset of the Open Reaction Database (ORD), a public repository of structured organic reaction records. describe an organic reaction: reactants, conditions, products, and yield Reaction SMILES: [CH3:1][C:2]1[O:6][C:5]([C:7]2[CH:12]=[CH:11][CH:10]=[CH:9][CH:8]=2)=[N:4][C:3]=1[CH2:13][O:14][C:15]1[CH:16]=[C:17]([CH2:21][OH:22])[CH:18]=[N:19][CH:20]=1.O[C:24]1[CH:29]=[CH:28][CH:27]=[CH:26][C:25]=1[CH2:30][C:31]([O:33][CH3:34])=[O:32].C1(P(C2C=CC=CC=2)C2C=CC=CC=2)C=CC=CC=1.N(C(OCC)=O)=NC(OCC)=O>C1(C)C=CC=CC=1.O1CCCC1>[CH3:1][C:2]1[O:6][C:5]([C:7]2[CH:8]=[CH:9][CH:10]=[CH:11][CH:12]=2)=[N:4][C:3]=1[CH2:13][O:14][C:15]1[CH:16]=[C:17]([CH2:21][O:22][C:24]2[CH:29]=[CH:28][CH:27]=[CH:26][C:25]=2[CH2:30][C:31]([O:33][CH3:34])=[O:32])[CH:18]=[N:19][CH:20]=1. Starting materials: CC1=C(N=C(O1)C1=CC=CC=C1)COC=1C=C(C=NC1)CO ([5-(5-methyl-2-phenyl-4-oxazolyl)methoxy-3-pyridyl]methanol), OC1=C(C=CC=C1)CC(=O)OC (methyl 2-(2-hydroxyphenyl)acetate), C1(=CC=CC=C1)P(C1=CC=CC=C1)C1=CC=CC=C1 (triphenylphosphine), N(=NC(=O)OCC)C(=O)OCC (diethyl azodicarboxylate). Yields the product CC1=C(N=C(O1)C1=CC=CC=C1)COC=1C=C(C=NC1)COC1=C(C=CC=C1)CC(=O)OC (methyl 2-[2-[[5-[(5-methyl-2-phenyl-4-oxazolyl)methoxy]-3-pyridyl]methoxy]phenyl]acetate). The yield is 61.0%. Reported procedure: To a mixture of [5-(5-methyl-2-phenyl-4-oxazolyl)methoxy-3-pyridyl]methanol (1.50 g), methyl 2-(2-hydroxyphenyl)acetate (0.76 g), triphenylphosphine (1.44 g) and tetrahydrofuran (50 mL) was dropwise added a solution (40%, 2.39 g) of diethyl azodicarboxylate in toluene at room temperature, and the mixture was stirred for 15 hrs. The reaction mixture was concentrated and the residue was subjected to silica gel column chromatography to give crude crystals from a fraction eluted with ethyl acetate-h... Solvent: O1CCCC1 (tetrahydrofuran), C1(=CC=CC=C1)C (toluene). Run at time 15 hour. Reactants: C1CCOC1, [Li]CCCC, Cc1cccc(C=O)c1, c1ccc(C2SCCCS2)cc1. Yields the product Cc1cccc(C(O)C2(c3ccccc3)SCCCS2)c1. As a reaction SMILES: [CH2:27]1[O:28][CH2:29][CH2:30][CH2:31]1.[CH3:13][CH2:14][CH2:15][CH2:16][Li:17].[CH3:18][c:19]1[cH:20][cH:21][cH:22][c:23]([CH:24]=[O:25])[cH:26]1.[c:1]1([CH:7]2[S:8][CH2:9][CH2:10][CH2:11][S:12]2)[cH:2][cH:3][cH:4][cH:5][cH:6]1>>[c:1]1([C:7]2([CH:24]([c:23]3[cH:22][cH:21][cH:20][c:19]([CH3:18])[cH:26]3)[OH:25])[S:8][CH2:9][CH2:10][CH2:11][S:12]2)[cH:2][cH:3][cH:4][cH:5][cH:6]1.